Dataset: the Open Reaction Database (ORD), a public repository of structured organic reaction records. Task: describe an organic reaction: reactants, conditions, products, and yield The reactants are BrCCCCCBr, O=C(NC(Cc1ccc(O)cc1)C(=O)O)OCc1ccccc1, CO, [H-], [Na+]. Product: O=C(NC(Cc1ccc(OCCCCCBr)cc1)C(=O)O)OCc1ccccc1. RXN SMILES: [Br:26][CH2:27][CH2:28][CH2:29][CH2:30][CH2:31][Br:32].[C:1](=[O:2])([O:3][CH2:4][c:5]1[cH:6][cH:7][cH:8][cH:9][cH:10]1)[NH:11][CH:12]([CH2:13][c:14]1[cH:15][cH:16][c:17]([OH:20])[cH:18][cH:19]1)[C:21](=[O:22])[OH:23].[CH3:33][OH:34].[H-:25].[Na+:24]>>[C:1](=[O:2])([O:3][CH2:4][c:5]1[cH:6][cH:7][cH:8][cH:9][cH:10]1)[NH:11][CH:12]([CH2:13][c:14]1[cH:15][cH:16][c:17]([O:20][CH2:31][CH2:30][CH2:29][CH2:28][CH2:27][Br:26])[cH:18][cH:19]1)[C:21](=[O:22])[OH:23]. The reactants are ClC1=C(C2=C(C(=NO2)NC2=CC(=CC=C2)C(F)(F)F)C=C1)C(=O)O (6-chloro-3-(3-(trifluoromethyl)phenylamino)benzo[d]isoxazole-7-carboxylic acid), NC=1C=NC(=NC1)NC(C)=O (N-(5-aminopyrimidin-2-yl)acetamide), CCN(C(C)C)C(C)C (n,n-diisopropylethylamine), o-(7-azabenzotriazol-1-yl)-n,n,n′,n-tetramethyluronium hexafluorophosphate. Run in CN(C)C=O (DMF). Conditions: temperature 60 celsius, time 16 hour. Yields the product C(C)(=O)NC1=NC=C(C=N1)NC(=O)C1=C(C=CC=2C(=NOC21)NC2=CC(=CC=C2)C(F)(F)F)Cl (N-(2-acetamidopyrimidin-5-yl)-6-chloro-3-(3-(trifluoromethyl)phenylamino)benzo[d]isoxazole-7-carboxamide). Reaction SMILES: [Cl:1][C:2]1[CH:21]=[CH:20][C:5]2[C:6]([NH:9][C:10]3[CH:15]=[CH:14][CH:13]=[C:12]([C:16]([F:19])([F:18])[F:17])[CH:11]=3)=[N:7][O:8][C:4]=2[C:3]=1[C:22]([OH:24])=O.CCN(C(C)C)C(C)C.[NH2:34][C:35]1[CH:36]=[N:37][C:38]([NH:41][C:42](=[O:44])[CH3:43])=[N:39][CH:40]=1>CN(C=O)C>[C:42]([NH:41][C:38]1[N:39]=[CH:40][C:35]([NH:34][C:22]([C:3]2[C:4]3[O:8][N:7]=[C:6]([NH:9][C:10]4[CH:15]=[CH:14][CH:13]=[C:12]([C:16]([F:17])([F:19])[F:18])[CH:11]=4)[C:5]=3[CH:20]=[CH:21][C:2]=2[Cl:1])=[O:24])=[CH:36][N:37]=1)(=[O:44])[CH3:43]. Procedure: A round-bottomed flask was charged with 6-chloro-3-(3-(trifluoromethyl)phenylamino)benzo[d]isoxazole-7-carboxylic acid (0.1 g, 0.28 mmol, made by the method described in Example 1), n,n-diisopropylethylamine (0.07 mL, 0.42 mmol), o-(7-azabenzotriazol-1-yl)-n,n,n′,n-tetramethyluronium hexafluorophosphate (0.15 g, 0.39 mmol), and DMF (1 mL). This mixture was stirred for 15 min before N-(5-aminopyrimidin-2-yl)acetamide (0.045 g, 0.29 mmol, Step B) was introduced. The reaction mixture was stirred at... Starting materials: CCN1C(=O)C(O)=C(c2ccccc2)S1(=O)=O, O=C(Cl)C(=O)Cl, ClCCl, CN(C)C=O. Yields the product CCN1C(=O)C(Cl)=C(c2ccccc2)S1(=O)=O. RXN SMILES: [CH2:1]([CH3:2])[N:3]1[S:4](=[O:16])(=[O:17])[C:5]([c:10]2[cH:11][cH:12][cH:13][cH:14][cH:15]2)=[C:6]([OH:9])[C:7]1=[O:8].[Cl:23][C:24]([C:25]([Cl:26])=[O:27])=[O:28].[Cl:29][CH2:30][Cl:31].[O:18]=[CH:19][N:20]([CH3:21])[CH3:22]>>[CH2:1]([CH3:2])[N:3]1[S:4](=[O:16])(=[O:17])[C:5]([c:10]2[cH:11][cH:12][cH:13][cH:14][cH:15]2)=[C:6]([Cl:23])[C:7]1=[O:8]. Reactants: BrC=1C=C2C=C(N(C2=CC1)CCOC1=CC=C(C=C1)OC(F)(F)F)C(=O)OCC (ethyl 5-bromo-1-{2-[4-(trifluoromethoxy)phenoxy]ethyl}-1H-indole-2-carboxylate), B.OC(C)(C)C(C)(C)O (pinacol borane), CC(=O)[O-].[K+] (KOAc). Reagents/catalysts: C(C)(=O)[O-].[Pd+2].C(C)(=O)[O-] (Palladium acetate). The solvent is O1CCOCC1 (Dioxane). Conditions: temperature 85 celsius, time 8 hour. Product: CC1(OB(OC1(C)C)C=1C=C2C=C(N(C2=CC1)CCOC1=CC=C(C=C1)OC(F)(F)F)C(=O)OCC)C (Ethyl 5-(4,4,5,5-tetramethyl-1,3,2-dioxaborolan-2-yl)-1-{2-[4-(trifluoromethoxy)phenoxy]ethyl}-1H-indole-2-carboxylate). Yield: 76.5%. RXN SMILES: Br[C:2]1[CH:3]=[C:4]2[C:8](=[CH:9][CH:10]=1)[N:7]([CH2:11][CH2:12][O:13][C:14]1[CH:19]=[CH:18][C:17]([O:20][C:21]([F:24])([F:23])[F:22])=[CH:16][CH:15]=1)[C:6]([C:25]([O:27][CH2:28][CH3:29])=[O:26])=[CH:5]2.[BH3:30].[OH:31][C:32]([C:35]([OH:38])([CH3:37])[CH3:36])([CH3:34])[CH3:33].CC([O-])=O.[K+]>O1CCOCC1.C([O-])(=O)C.[Pd+2].C([O-])(=O)C>[CH3:33][C:32]1([CH3:34])[C:35]([CH3:37])([CH3:36])[O:38][B:30]([C:2]2[CH:3]=[C:4]3[C:8](=[CH:9][CH:10]=2)[N:7]([CH2:11][CH2:12][O:13][C:14]2[CH:19]=[CH:18][C:17]([O:20][C:21]([F:24])([F:23])[F:22])=[CH:16][CH:15]=2)[C:6]([C:25]([O:27][CH2:28][CH3:29])=[O:26])=[CH:5]3)[O:31]1 |f:1.2,3.4,6.7.8|. Procedure details: The ethyl 5-bromo-1-{2-[4-(trifluoromethoxy)phenoxy]ethyl}-1H-indole-2-carboxylate (812 mg, 1.7 mmol), pinacol borane (873 mg, 3.4 mmol), X Phos (98 mg, 0.21 mmol) and KOAc (540 mg, 5.5 mmol) were combined in 8 mL of Dioxane. The mixture was degassed under vacuum and backfilled with N2. Palladium acetate (23 mg, 0.1 mmol) was added, and the mixture was degassed and back filled again. The mixture was left to stir overnight at 85° C. EtOAc was added and the mixture was filtered through a pad of ce... The reactants are COC=1C=C(C=C(C1OCCC)SC)C(C(=O)O)CCC(C(=O)O)C1=CC(=C(C(=C1)OC)OC)OC (2-(3-methoxy-5-(methylthio)-4-propoxyphenyl)-5-(3,4,5-trimethoxyphenyl)-1,6-hexanedioic acid), BrC=1C=C(C=C(C1OCCC)OC)C1C(C(CC1)C1=CC(=C(C(=C1)OC)OC)OC)=O (3-bromo-5-methoxy-4-propoxyphenyl-5-(3,4,5-trimethoxyphenyl)cyclopentanone). The product is COC=1C=C(C=C(C1OCCC)SC)C1C(C(CC1)C1=CC(=C(C(=C1)OC)OC)OC)=O (2-(3-methoxy-5-(methylthio)-4-propoxyphenyl)-5-(3,4,5-trimethoxyphenyl)-cyclopentanone). As a reaction SMILES: [CH3:1][O:2][C:3]1[CH:4]=[C:5]([CH:15]([CH2:19][CH2:20][CH:21]([C:25]2[CH:30]=[C:29]([O:31][CH3:32])[C:28]([O:33][CH3:34])=[C:27]([O:35][CH3:36])[CH:26]=2)[C:22]([OH:24])=O)C(O)=O)[CH:6]=[C:7]([S:13][CH3:14])[C:8]=1[O:9][CH2:10][CH2:11][CH3:12].BrC1C=C(C2CCC(C3C=C(OC)C(OC)=C(OC)C=3)C2=O)C=C(OC)C=1OCCC>>[CH3:1][O:2][C:3]1[CH:4]=[C:5]([CH:15]2[CH2:19][CH2:20][CH:21]([C:25]3[CH:30]=[C:29]([O:31][CH3:32])[C:28]([O:33][CH3:34])=[C:27]([O:35][CH3:36])[CH:26]=3)[C:22]2=[O:24])[CH:6]=[C:7]([S:13][CH3:14])[C:8]=1[O:9][CH2:10][CH2:11][CH3:12]. Reported procedure: Following substantially the same procedure of Step I but substituting 2-(3-bromo-5-methoxy-6-propoxyphenyl)-5-(3,4,5-trimethoxyphenyl)-1,6-hexanedioic acid for 2-(3-methoxy-5-(methylthio)-4-propoxyphenyl)-5-(3,4,5-trimethoxyphenyl)-1,6-hexanedioic acid there was prepared a 1:4 cis:trans mixture of 2-(3-bromo-5-methoxy-4-propoxyphenyl-5-(3,4,5-trimethoxyphenyl)cyclopentanone as an oil in a 15% yield.